describe an organic reaction: reactants, conditions, products, and yield From a dataset of the Open Reaction Database (ORD), a public repository of structured organic reaction records. Starting materials: C1CCOC1, CSc1nccc(CO)n1, O=C(N=NC(=O)N1CCCCC1)N1CCCCC1, Oc1ccc(Cl)cc1, c1ccc(P(c2ccccc2)c2ccccc2)cc1. Product: CSc1nccc(COc2ccc(Cl)cc2)n1. Reaction SMILES: [CH2:56]1[O:57][CH2:58][CH2:59][CH2:60]1.[CH3:1][S:2][c:3]1[n:4][cH:5][cH:6][c:7]([CH2:9][OH:10])[n:8]1.[N:38]([C:39]([N:40]1[CH2:41][CH2:42][CH2:43][CH2:44][CH2:45]1)=[O:46])=[N:47][C:48]([N:49]1[CH2:50][CH2:51][CH2:52][CH2:53][CH2:54]1)=[O:55].[OH:11][c:12]1[cH:13][cH:14][c:15]([Cl:16])[cH:17][cH:18]1.[c:19]1([P:20]([c:21]2[cH:22][cH:23][cH:24][cH:25][cH:26]2)[c:27]2[cH:28][cH:29][cH:30][cH:31][cH:32]2)[cH:33][cH:34][cH:35][cH:36][cH:37]1>>[CH3:1][S:2][c:3]1[n:4][cH:5][cH:6][c:7]([CH2:9][O:10][c:12]2[cH:13][cH:14][c:15]([Cl:16])[cH:17][cH:18]2)[n:8]1. Reactants: NC=1N=CC2=CC=CC=C2C1 (3-aminoisoquinoline), ClCCNCCCCl (2-chloroethyl-3-chloropropylamine). Yields the product N1(CCNCCC1)C=1N=CC2=CC=CC=C2C1 (3-(1,4-Diazacycloheptan-1-yl)-isoquinoline). As a reaction SMILES: [NH2:1][C:2]1[N:3]=[CH:4][C:5]2[C:10]([CH:11]=1)=[CH:9][CH:8]=[CH:7][CH:6]=2.Cl[CH2:13][CH2:14][NH:15][CH2:16][CH2:17][CH2:18]Cl>>[N:1]1([C:2]2[N:3]=[CH:4][C:5]3[C:10]([CH:11]=2)=[CH:9][CH:8]=[CH:7][CH:6]=3)[CH2:18][CH2:17][CH2:16][NH:15][CH2:14][CH2:13]1. Reported procedure: 3-(1,4-Diazacycloheptan-1-yl)-isoquinoline is prepared from 3-aminoisoquinoline and 2-chloroethyl-3-chloropropylamine.